Dataset: the Open Reaction Database (ORD), a public repository of structured organic reaction records. Task: describe an organic reaction: reactants, conditions, products, and yield Reactants: C(C)N (ethylamine), CO (methanol), N1N=C(N=C1)S(=O)(=O)F (1H-1,2,4-triazole-3-sulfonyl fluoride), Ice. Reagents/catalysts: C(C)(=O)O (acetic acid). The product is C(C)NS(=O)(=O)C1=NNC=N1 (N-ethyl-1H-1,2,4-triazole-3-sulfonamide). As a reaction SMILES: [CH2:1]([NH2:3])[CH3:2].CO.[NH:6]1[CH:10]=[N:9][C:8]([S:11](F)(=[O:13])=[O:12])=[N:7]1>C(O)(=O)C>[CH2:1]([NH:3][S:11]([C:8]1[N:9]=[CH:10][NH:6][N:7]=1)(=[O:13])=[O:12])[CH3:2]. Procedure: To a solution of ethylamine in methanol (2 M, 2.4 mmol, 4.8 mmol) was added 1H-1,2,4-triazole-3-sulfonyl fluoride (200 mg, 1.18 mmol, J. Heterocycl. Chem. 1988, 25, 1857). After ten minutes the reaction was concentrated in vacuo to give a yellow oil. Ice-cold water (2-3 mL) was added and the resulting solution was sonicated for approximately one minute. Several drops of acetic acid were added which immediately caused precipitation of the title compound which was obtained as a white solid after f... Starting materials: [N+](=O)([O-])C1=CC=C(C=O)C=C1 (4-nitrobenzaldehyde). The reagents and catalysts are [Cl-].C(C1=CC=CC=C1)[P+](C1=CC=CC=C1)(C1=CC=CC=C1)C1=CC=CC=C1 (benzyltriphenylphosphonium chloride). The product is [N+](=O)([O-])C1=CC=C(C=C1)C=CC1=CC=CC=C1 (4-nitrostilbene). As a reaction SMILES: [N+:1]([C:4]1[CH:11]=[CH:10][C:7]([CH:8]=O)=[CH:6][CH:5]=1)([O-:3])=[O:2]>[Cl-].C([P+](C1C=CC=CC=1)(C1C=CC=CC=1)C1C=CC=CC=1)C1C=CC=CC=1>[N+:1]([C:4]1[CH:11]=[CH:10][C:7]([CH:8]=[CH:8][C:7]2[CH:10]=[CH:11][CH:4]=[CH:5][CH:6]=2)=[CH:6][CH:5]=1)([O-:3])=[O:2] |f:1.2|. Procedure: Using the procedure of Example 5 benzyltriphenylphosphonium chloride (0.1 mole) and 4-nitrobenzaldehyde (0.1 mole) are reacted to give 4-nitrostilbene. The 4-nitrostilbene is reduced with palladium on charcoal as the catalyst to 4-(2'-phenethyl)aniline, m.p. 46°-50° C.